From a dataset of the Open Reaction Database (ORD), a public repository of structured organic reaction records. describe an organic reaction: reactants, conditions, products, and yield Reactants: [N+](=O)([O-])C1=CC=C(C=C1)B1OC(C)(C)C(C)(C)O1 (4-nitrophenylboronic acid pinacol ester), FC(S(=O)(=O)OC=1CCN(CC1)C(=O)OC(C)(C)C)(F)F (tert-butyl 4-{[(trifluoromethyl)sulfonyl]oxy}-3,6-dihydropyridine-1(2H)-carboxylate), C([O-])([O-])=O.[Na+].[Na+] (sodium carbonate). The reagents and catalysts are C=1C=CC(=CC1)[P](C=2C=CC=CC2)(C=3C=CC=CC3)[Pd]([P](C=4C=CC=CC4)(C=5C=CC=CC5)C=6C=CC=CC6)([P](C=7C=CC=CC7)(C=8C=CC=CC8)C=9C=CC=CC9)[P](C=1C=CC=CC1)(C=1C=CC=CC1)C=1C=CC=CC1 (Pd(PPh3)4). The solvent is COCCOC (DME), O (Water), O (water). Conditions: temperature 80 celsius. Yields the product [N+](=O)([O-])C1=CC=C(C=C1)C=1CCN(CC1)C(=O)OC(C)(C)C (tert-butyl 4-(4-nitrophenyl)-3,6-dihydropyridine-1(2H)-carboxylate). Yield: 71.8%. As a reaction SMILES: [N+:1]([C:4]1[CH:9]=[CH:8][C:7](B2OC(C)(C)C(C)(C)O2)=[CH:6][CH:5]=1)([O-:3])=[O:2].FC(F)(F)S(O[C:25]1[CH2:26][CH2:27][N:28]([C:31]([O:33][C:34]([CH3:37])([CH3:36])[CH3:35])=[O:32])[CH2:29][CH:30]=1)(=O)=O.C(=O)([O-])[O-].[Na+].[Na+]>COCCOC.O.C1C=CC([P]([Pd]([P](C2C=CC=CC=2)(C2C=CC=CC=2)C2C=CC=CC=2)([P](C2C=CC=CC=2)(C2C=CC=CC=2)C2C=CC=CC=2)[P](C2C=CC=CC=2)(C2C=CC=CC=2)C2C=CC=CC=2)(C2C=CC=CC=2)C2C=CC=CC=2)=CC=1>[N+:1]([C:4]1[CH:5]=[CH:6][C:7]([C:25]2[CH2:30][CH2:29][N:28]([C:31]([O:33][C:34]([CH3:37])([CH3:36])[CH3:35])=[O:32])[CH2:27][CH:26]=2)=[CH:8][CH:9]=1)([O-:3])=[O:2] |f:2.3.4,^1:56,58,77,96|. Procedure: A mixture of 4-nitrophenylboronic acid pinacol ester (4.5 g; 18.1 mmol; 1.2 eq.), tert-butyl 4-{[(trifluoromethyl)sulfonyl]oxy}-3,6-dihydropyridine-1(2H)-carboxylate (5.0 g; 15.1 mmol; 1.0 eq.) and sodium carbonate (1.07 g, 10.1 mmol, 5 eq.) were dissolved in DME (50 mL) and water (25 mL). The mixture was degassed for 5 min with nitrogen before the addition of Pd(PPh3)4 (349 mg; 0.30 mmol; 0.02 eq.) and heated at 80° C. O/N. Water (100 mL) was added and aqueous phase was extracted with EtOAc (tw... Starting materials: FC=1C=C(C(=O)O)C(=CC1)OC\C=C(/C)\CCC=C(C)C (3-fluoro-6-geranyloxybenzoic acid), NCC1N(CCC1)CC (2-aminomethyl-1-ethylpyrrolidine). Yields the product C(C)N1C(CCC1)CNC(C1=CC(=CC=C1OC\C=C(/C)\CCC=C(C)C)F)=O (1-ethyl-2-(3-fluoro-6-geranyloxybenzoylaminomethyl)pyrrolidine). Isolated yield 84.0%. RXN SMILES: [F:1][C:2]1[CH:3]=[C:4]([C:8]([O:11][CH2:12]/[CH:13]=[C:14](/[CH2:16][CH2:17][CH:18]=[C:19]([CH3:21])[CH3:20])\[CH3:15])=[CH:9][CH:10]=1)[C:5]([OH:7])=O.[NH2:22][CH2:23][CH:24]1[CH2:28][CH2:27][CH2:26][N:25]1[CH2:29][CH3:30]>>[CH2:29]([N:25]1[CH2:26][CH2:27][CH2:28][CH:24]1[CH2:23][NH:22][C:5](=[O:7])[C:4]1[C:8]([O:11][CH2:12]/[CH:13]=[C:14](/[CH2:16][CH2:17][CH:18]=[C:19]([CH3:21])[CH3:20])\[CH3:15])=[CH:9][CH:10]=[C:2]([F:1])[CH:3]=1)[CH3:30]. Procedure details: In a manner identical to Example 15, 3-fluoro-6-geranyloxybenzoic acid (1.46 g) was subjected to a condensation reaction with 2-aminomethyl-1-ethylpyrrolidine (0.7 ml), thereby yielding 1.68 g (84%) of the aimed compound.